This data is from the Open Reaction Database (ORD), a public repository of structured organic reaction records. The task is: describe an organic reaction: reactants, conditions, products, and yield Reactants: O1C=C(C=C1)C(C)(O)C1=C(N=CO1)C (1-(3-Furyl)-1-(4-methyl-5-oxazolyl)ethanol), Cl (hydrogen chloride), C(C)OCC (diethylether), C(O)([O-])=O.[Na+] (sodium hydrogen carbonate). Solvent: C(Cl)(Cl)Cl (chloroform). Reaction conditions: time 10 minute. Product: O1C=C(C=C1)C(=C)C1=C(N=CO1)C (1-(3-Furyl)-1-(4-methyl-5-oxazolyl)ethene). RXN SMILES: [O:1]1[CH:5]=[CH:4][C:3]([C:6]([C:9]2[O:13][CH:12]=[N:11][C:10]=2[CH3:14])(O)[CH3:7])=[CH:2]1.Cl.C(OCC)C.C(=O)([O-])O.[Na+]>C(Cl)(Cl)Cl>[O:1]1[CH:5]=[CH:4][C:3]([C:6]([C:9]2[O:13][CH:12]=[N:11][C:10]=2[CH3:14])=[CH2:7])=[CH:2]1 |f:3.4|. Reported procedure: 1-(3-Furyl)-1-(4-methyl-5-oxazolyl)ethanol (900 mg) in dry chloroform was treated with 1M anhydrous hydrogen chloride in diethylether (1.1 equivalents). After 10 minutes at room temperature, aqueous sodium hydrogen carbonate was added and the mixture was extracted with dichloromethane. The material thus obtained was purified by flash chromatography to give the title compound as an almost colourless liquid. Starting materials: C(C1=CC=CC=C1)NCC(=O)OCC (ethyl N-benzylglycinate), C(=O)([O-])[O-].[K+].[K+] (K2CO3), C(C)C(C(=O)Cl)C(=O)Cl (ethyl malonylchloride), O1CCCC1 (tetrahydrofuran). The solvent is C(C)OCC (diethyl ether), O (water), C(C)OCC (diethyl ether). Conditions: time 1 hour. The product is C(C)OC(=O)CC(=O)N(CC(=O)OCC)CC1=CC=CC=C1 (Ethyl N-(ethoxycarbonylacetyl)-N-benzylglycinate). The yield is 98.8%. RXN SMILES: [CH2:1]([NH:8][CH2:9][C:10]([O:12][CH2:13][CH3:14])=[O:11])[C:2]1[CH:7]=[CH:6][CH:5]=[CH:4][CH:3]=1.C([O-])([O-])=O.[K+].[K+].C([CH:23]([C:27](Cl)=[O:28])[C:24](Cl)=[O:25])C.[O:30]1CC[CH2:32][CH2:31]1>C(OCC)C.O>[CH2:31]([O:30][C:27]([CH2:23][C:24]([N:8]([CH2:1][C:2]1[CH:7]=[CH:6][CH:5]=[CH:4][CH:3]=1)[CH2:9][C:10]([O:12][CH2:13][CH3:14])=[O:11])=[O:25])=[O:28])[CH3:32] |f:1.2.3|. Procedure details: To a 0° C. solution of ethyl N-benzylglycinate (8 g) in tetrahydrofuran (4 ml) and diethyl ether (42 ml) was added simultaneously a solution of K2CO3 (5.72 g) in 20 ml of water and ethyl malonylchloride (6.54 g) in 20 ml diethyl ether. Following the addition the mixture was stirred at 0° for 1 hour then warmed to ambient temperature with stirring for 2 hours. The layers were separated with the organic phase washed once with brine. After drying (Na2SO4) and concentrating, there was obtained 12.5 ... The reactants are FC1=C(C=C(C=C1)F)C (2,5-difluorotoluene), [N+](=O)([O-])[O-].[K+] (KNO3), ice. Solvent: OS(=O)(=O)O (H2SO4). Conditions: temperature 28 celsius, time 8 hour. The product is FC1=C(C=C(C=C1[N+](=O)[O-])F)C (2,5-Difluoro-nitrotoluene). Isolated yield 75.4%. RXN SMILES: [F:1][C:2]1[CH:7]=[CH:6][C:5]([F:8])=[CH:4][C:3]=1[CH3:9].[N+:10]([O-])([O-:12])=[O:11].[K+]>OS(O)(=O)=O>[F:1][C:2]1[C:7]([N+:10]([O-:12])=[O:11])=[CH:6][C:5]([F:8])=[CH:4][C:3]=1[CH3:9] |f:1.2|. Procedure details: To a stirred solution of 2,5-difluorotoluene (0.544 g, 4.25 mmol, Aldrich, used as received) in conc. H2SO4 (5.0 mL) at 0° C., KNO3 (0.430 g, 4.25 mmol) was added in one portion. The resulting pale yellow solution was warmed to 28° C. and stirred at that temperature overnight. It was then poured into ice (25 g) and extracted with ethyl acetate (40 mL). The extract was dried over Na2SO4 and evaporated to afford 0.555 g (91%) of the title compound as a light red oil; 1H NMR (CDCl3): 2.369 (d, 3H, ... Starting materials: C([O-])([O-])=O.[Li+].[Li+] (lithium carbonate), C(C)[C@]1([C@@H](NCC1)C)O ((2S,3S)-3-ethyl-2-methylpyrrolidin-3-ol), FC1=C(C#N)C=CC(=C1)F (2,4-difluorobenzonitrile). Product: C(C)[C@]1([C@@H](N(CC1)C1=CC(=C(C#N)C=C1)F)C)O (4-[(2S, 3S)-3-ethyl-3-hydroxy-2-methylpyrrolidin-1-yl]-2-fluorobenzonitrile), solid. Yield: 68.0%. Reaction SMILES: [CH2:1]([C@:3]1([OH:9])[CH2:7][CH2:6][NH:5][C@H:4]1[CH3:8])[CH3:2].[F:10][C:11]1[CH:18]=[C:17](F)[CH:16]=[CH:15][C:12]=1[C:13]#[N:14].C(=O)([O-])[O-].[Li+].[Li+]>>[CH2:1]([C@:3]1([OH:9])[CH2:7][CH2:6][N:5]([C:17]2[CH:16]=[CH:15][C:12]([C:13]#[N:14])=[C:11]([F:10])[CH:18]=2)[C@H:4]1[CH3:8])[CH3:2] |f:2.3.4|. Procedure details: By an operation in the same manner as in Example 1 and using (2S,3S)-3-ethyl-2-methylpyrrolidin-3-ol 0.5 oxalate (257 mg), 2,4-difluorobenzonitrile (411 mg) and lithium carbonate (218 mg), the title compound was obtained as a colorless solid (yield: 250 mg, yield: 68%).